Dataset: the Open Reaction Database (ORD), a public repository of structured organic reaction records. Task: describe an organic reaction: reactants, conditions, products, and yield The reactants are ClC1=NC(=CC(=N1)CO)C ((2-Chloro-6-methylpyrimidin-4-yl)methanol), FC1=CC=C(N)C=C1 (4-fluoroaniline). Run in C(C)OCC (diethyl ether). Yields the product FC1=CC=C(C=C1)NC1=NC(=CC(=N1)CO)C ({2-[(4-Fluorophenyl)amino]-6-methylpyrimidin-4-yl}methanol). As a reaction SMILES: Cl[C:2]1[N:7]=[C:6]([CH2:8][OH:9])[CH:5]=[C:4]([CH3:10])[N:3]=1.[F:11][C:12]1[CH:18]=[CH:17][C:15]([NH2:16])=[CH:14][CH:13]=1>C(OCC)C>[F:11][C:12]1[CH:18]=[CH:17][C:15]([NH:16][C:2]2[N:7]=[C:6]([CH2:8][OH:9])[CH:5]=[C:4]([CH3:10])[N:3]=2)=[CH:14][CH:13]=1. Procedure details: 50 mg (0.32 mmol) of the compound from example 5A and 350 mg (3.15 mmol) of 4-fluoroaniline are stirred together at 160° C. for 2 h. The reaction mixture is then poured into 10 ml of diethyl ether. The precipitate is filtered off and discarded and the filtrate is then purified chromatographically on silica gel 60 (mobile phase: gradient dichloromethane→dichloromethane/ethanol 50:1). Reactants: FC1=CC2=C(NC(N2)=O)C=C1 (5-fluoro-1H-benzo[d]imidazol-2(3H)-one), P(=O)(Cl)(Cl)Cl (phosphorus oxychloride), O=P(Cl)(Cl)Cl (POCl3). The product is ClC1=NC2=C(N1)C=C(C=C2)F (2-chloro-6-fluoro-1H-benzo[d]imidazole). Isolated yield 81.7%. RXN SMILES: [F:1][C:2]1[CH:11]=[CH:10][C:5]2[NH:6][C:7](=O)[NH:8][C:4]=2[CH:3]=1.P(Cl)(Cl)([Cl:14])=O>>[Cl:14][C:7]1[NH:8][C:4]2[CH:3]=[C:2]([F:1])[CH:11]=[CH:10][C:5]=2[N:6]=1. Procedure details: 4-Fluorobenzene-1,2-diamine (2 g, 15.86 mmol) was dissolved in THF (49.4 ml) and 1,1′-Carbonyldiimidazole (2.83 g, 17.44 mmol) was added at RT. The reaction mixture was stirred overnight at RT. To this was added concentrated ammonia solution (1.5 ml) and the mixture stirred for 30 minutes and then diluted with water (100 ml). The resultant solid was collected by filtration, washed with water, followed by Et2O and then dried in vacuo to afford 5-fluoro-1H-benzo[d]imidazol-2(3H)-one (1.250 g, 52%)... The reactants are C(=O)([O-])[O-].[K+].[K+].CC(=O)C (K2CO3 acetone), BrC1=C(C=CC=C1)CC(=O)OC (methyl 2-bromophenylacetate), C1(=CC=CC=C1)O (phenol), CC1(CCCCC1)C1=C(C=CC(=C1)C)O (2-(1-methylcyclohex-1-yl) -4-methylphenol). Product: CC1(CCCCC1)C1=C(OC(C(=O)OC)C2=CC=CC=C2)C=CC(=C1)C (methyl 2-(2-(1-methylcyclohex-1-yl)-4-methylphenoxy) -2-phenylacetate). Yield: 91.1%. Reaction SMILES: C([O-])([O-])=O.[K+].[K+].CC(C)=O.C1(O)C=CC=CC=1.[CH3:18][C:19]1([C:25]2[CH:30]=[C:29]([CH3:31])[CH:28]=[CH:27][C:26]=2[OH:32])[CH2:24][CH2:23][CH2:22][CH2:21][CH2:20]1.Br[C:34]1[CH:39]=[CH:38][CH:37]=[CH:36][C:35]=1[CH2:40][C:41]([O:43][CH3:44])=[O:42]>>[CH3:18][C:19]1([C:25]2[CH:30]=[C:29]([CH3:31])[CH:28]=[CH:27][C:26]=2[O:32][CH:40]([C:35]2[CH:36]=[CH:37][CH:38]=[CH:39][CH:34]=2)[C:41]([O:43][CH3:44])=[O:42])[CH2:20][CH2:21][CH2:22][CH2:23][CH2:24]1 |f:0.1.2.3|. Procedure details: Using the K2CO3 /acetone conditions for phenol alkylation described in Step A of Example 4, 0.496 g (2.43 mmol) of 2-(1-methylcyclohex-1-yl) -4-methylphenol was alkylated with 0.834 g (3.64 mmol) of methyl 2-bromophenylacetate to afford 0.780 g (91%) of the title compound. The product is Cc1csc(C(=O)C2CCN(C(=O)OC(C)(C)C)CC2)c1Br. RXN SMILES: [Br:9][c:10]1[cH:11][s:12][cH:13][c:14]1[CH3:15].[C:16]([CH3:17])([CH3:18])([CH3:19])[O:20][C:21](=[O:22])[N:23]1[CH2:24][CH2:25][CH:26]([C:29]([N:30]([O:31][CH3:32])[CH3:33])=[O:34])[CH2:27][CH2:28]1.[CH:1]([N-:2][CH:3]([CH3:4])[CH3:5])([CH3:6])[CH3:7].[Li+:8].[O:35]1[CH2:36][CH2:37][CH2:38][CH2:39]1>>[Br:9][c:10]1[c:11]([C:29]([CH:26]2[CH2:25][CH2:24][N:23]([C:21]([O:20][C:16]([CH3:17])([CH3:18])[CH3:19])=[O:22])[CH2:28][CH2:27]2)=[O:34])[s:12][cH:13][c:14]1[CH3:15]. The reactants are Cc1cscc1Br, CON(C)C(=O)C1CCN(C(=O)OC(C)(C)C)CC1, CC(C)[N-]C(C)C, [Li+], C1CCOC1. Reactants: C1CCOC1, C[Mg+], [Cl-], COc1cc(C=O)c(F)cc1Cl. The product is COc1cc(C(C)O)c(F)cc1Cl. RXN SMILES: [CH2:16]1[O:17][CH2:18][CH2:19][CH2:20]1.[CH3:14][Mg+:15].[Cl-:13].[Cl:1][c:2]1[cH:3][c:4]([F:12])[c:5]([CH:6]=[O:7])[cH:8][c:9]1[O:10][CH3:11]>>[Cl:1][c:2]1[cH:3][c:4]([F:12])[c:5]([CH:6]([OH:7])[CH3:14])[cH:8][c:9]1[O:10][CH3:11].